From a dataset of the Open Reaction Database (ORD), a public repository of structured organic reaction records. describe an organic reaction: reactants, conditions, products, and yield The reactants are product, Cl(=O)(=O)(=O)[O-].C(C)(C)(C)C=1S[S+]=CC1CC(C)(C)C (3-tert-butyl-4-neopentyl-1,2-dithiolium perchlorate), CO (methanol). The solvent is C(C)N(CC)CC (triethylamine). Conditions: time 20 minute. Product: COC1(SSC=C1CC(C)(C)C)C(C)(C)C (3-methoxy-3-tertiarybutyl-4-neopentyl 1,2-dithiole). Reaction SMILES: Cl([O-])(=O)(=O)=O.[C:6]([C:10]1[S:11][S+:12]=[CH:13][C:14]=1[CH2:15][C:16]([CH3:19])([CH3:18])[CH3:17])([CH3:9])([CH3:8])[CH3:7].[CH3:20][OH:21]>C(N(CC)CC)C>[CH3:20][O:21][C:10]1([C:6]([CH3:9])([CH3:8])[CH3:7])[C:14]([CH2:15][C:16]([CH3:19])([CH3:18])[CH3:17])=[CH:13][S:12][S:11]1 |f:0.1|. Procedure: To a sample of 136.8 grams of the product prepared as described in Example 2B, i.e., 3-tert-butyl-4-neopentyl-1,2-dithiolium perchlorate, and 180 grams of methanol was added over a 10 minute period 44 grams of triethylamine. The mixture was stirred for 20 minutes. The solvent was removed under diminished pressure and the residue taken up in ether and water. The etheral solution was washed two times with water, dried over anhydrous magnesium sulfate, filtered and distilled under diminished pressu... Reactants: O(S(=O)(=O)C(F)(F)F)S(=O)(=O)C(F)(F)F (Tf2O), OCC=1C=CC(=NC1)C#N (5-hydroxymethyl-pyridine-2-carbonitrile), ClC=1C=CC(N(C1)C1=NC=C(C=C1)CC=1N=CN(C1)C(C1=CC=CC=C1)(C1=CC=CC=C1)C1=CC=CC=C1)=O (5-chloro-5'-(1-trityl-1H-imidazol-4-ylmethyl)-[1,2']bipyridinyl-2-one), CCN(C(C)C)C(C)C (DIEA). The solvent is C(Cl)Cl (CH2Cl2). Reaction conditions: temperature -78 celsius, time 1 hour. Product: ClC=1C=CC(N(C1)C1=NC=C(C=C1)CC1=CN=CN1CC=1C=CC(=NC1)C#N)=O (5-[5-(5-Chloro-2-oxo-2H-[1,2']bipyridinyl-5'-ylmethyl)-imidazol-1-ylmethyl]-pyridine-2-carbonitrile). Reaction SMILES: O[CH2:2][C:3]1[CH:4]=[CH:5][C:6]([C:9]#[N:10])=[N:7][CH:8]=1.[Cl:11][C:12]1[CH:13]=[CH:14][C:15](=[O:49])[N:16]([C:18]2[CH:23]=[CH:22][C:21]([CH2:24][C:25]3[N:26]=[CH:27][N:28](C(C4C=CC=CC=4)(C4C=CC=CC=4)C4C=CC=CC=4)[CH:29]=3)=[CH:20][N:19]=2)[CH:17]=1.CCN(C(C)C)C(C)C.O(S(C(F)(F)F)(=O)=O)S(C(F)(F)F)(=O)=O>C(Cl)Cl>[Cl:11][C:12]1[CH:13]=[CH:14][C:15](=[O:49])[N:16]([C:18]2[CH:23]=[CH:22][C:21]([CH2:24][C:25]3[N:26]([CH2:2][C:3]4[CH:4]=[CH:5][C:6]([C:9]#[N:10])=[N:7][CH:8]=4)[CH:27]=[N:28][CH:29]=3)=[CH:20][N:19]=2)[CH:17]=1. Procedure: To a cooled solution (-78° C.) of 5-hydroxymethyl-pyridine-2-carbonitrile from step 3 (37 mg, 0.28 mmol) and 5-chloro-5'-(1-trityl-1H-imidazol-4-ylmethyl)-[1,2']bipyridinyl-2-one from Example 23, Step 5 (150 mg, 0.28 mmol) in CH2Cl2 (1.38 ml) was added DIEA (106 μl, 0.61 mmol) followed immediately by the addition of Tf2O (70 μl, 0.41 mmol). The reaction mixture was stirred at -78° C. for 1 hour and was then transferred to an ice bath and stirred at 0° C. for another hour. The solvent was removed...